This data is from the Open Reaction Database (ORD), a public repository of structured organic reaction records. The task is: describe an organic reaction: reactants, conditions, products, and yield Starting materials: Nc1ccccc1, O=Cc1c(O)ccc2c1CCCO2, c1ccccc1. The product is Oc1ccc2c(c1CNc1ccccc1)CCCO2. Reaction SMILES: [NH2:14][c:15]1[cH:16][cH:17][cH:18][cH:19][cH:20]1.[OH:1][c:2]1[cH:3][cH:4][c:5]2[c:6]([c:11]1[CH:12]=[O:13])[CH2:7][CH2:8][CH2:9][O:10]2.[cH:21]1[cH:22][cH:23][cH:24][cH:25][cH:26]1>>[OH:1][c:2]1[cH:3][cH:4][c:5]2[c:6]([c:11]1[CH2:12][NH:14][c:15]1[cH:16][cH:17][cH:18][cH:19][cH:20]1)[CH2:7][CH2:8][CH2:9][O:10]2. Reactants: CCCN(C)C(=O)c1cc(C(=O)OCC)c(F)c(N(C)S(C)(=O)=O)c1, C1CCOC1, Cl, [Na+], [OH-]. The product is CCCN(C)C(=O)c1cc(C(=O)O)c(F)c(N(C)S(C)(=O)=O)c1. RXN SMILES: [CH2:1]([CH3:2])[O:3][C:4]([c:5]1[cH:6][c:7]([C:8](=[O:9])[N:10]([CH2:11][CH2:12][CH3:13])[CH3:14])[cH:15][c:16]([N:19]([CH3:20])[S:21](=[O:22])(=[O:23])[CH3:24])[c:17]1[F:18])=[O:25].[CH2:29]1[O:30][CH2:31][CH2:32][CH2:33]1.[ClH:28].[Na+:27].[OH-:26]>>[O:3]=[C:4]([c:5]1[cH:6][c:7]([C:8](=[O:9])[N:10]([CH2:11][CH2:12][CH3:13])[CH3:14])[cH:15][c:16]([N:19]([CH3:20])[S:21](=[O:22])(=[O:23])[CH3:24])[c:17]1[F:18])[OH:25]. The reactants are O=[N+]([O-])c1ccc(-c2cc(-c3ccccn3)nc(-c3cccc(Br)n3)c2)cc1, [C-]#N, CN(C)C=O, N#C[Na], O. Product: N#Cc1cccc(-c2cc(-c3ccc([N+](=O)[O-])cc3)cc(-c3ccccn3)n2)n1. RXN SMILES: [Br:1][c:2]1[cH:3][cH:4][cH:5][c:6](-[c:8]2[n:9][c:10](-[c:23]3[n:24][cH:25][cH:26][cH:27][cH:28]3)[cH:11][c:12](-[c:14]3[cH:15][cH:16][c:17]([N+:20](=[O:21])[O-:22])[cH:18][cH:19]3)[cH:13]2)[n:7]1.[C-:29]#[N:30].[CH3:34][N:35]([CH3:36])[CH:37]=[O:38].[Na:31][C:32]#[N:33].[OH2:39]>>[c:2]1([C:32]#[N:33])[cH:3][cH:4][cH:5][c:6](-[c:8]2[n:9][c:10](-[c:23]3[n:24][cH:25][cH:26][cH:27][cH:28]3)[cH:11][c:12](-[c:14]3[cH:15][cH:16][c:17]([N+:20](=[O:21])[O-:22])[cH:18][cH:19]3)[cH:13]2)[n:7]1. Starting materials: COC(C1=CC(=C(C=C1)N)N)=O (3,4-diamino-benzoic acid methyl ester), C1CCOC1 (THF), C(=O)(C=1NC=CN1)C=1NC=CN1 (carbonyl diimidazole), Cl (HCl). The solvent is O (water). Conditions: temperature 23 celsius, time 16 hour. Product: COC(=O)C1=CC2=C(NC(N2)=O)C=C1 (2-oxo-2,3-dihydro-1H-benzoimidazole-5-carboxylic acid methyl ester). As a reaction SMILES: [CH3:1][O:2][C:3](=[O:12])[C:4]1[CH:9]=[CH:8][C:7]([NH2:10])=[C:6]([NH2:11])[CH:5]=1.C1C[O:16][CH2:15]C1.C(C1NC=CN=1)(C1NC=CN=1)=O.Cl>O>[CH3:1][O:2][C:3]([C:4]1[CH:9]=[CH:8][C:7]2[NH:10][C:15](=[O:16])[NH:11][C:6]=2[CH:5]=1)=[O:12]. Procedure details: To a solution of 3,4-diamino-benzoic acid methyl ester (5.00 g, 30.1 mmol) and THF (40 mL), was added carbonyl diimidazole (7.32 g, 45.1 mmol) at 0° C. The mixture stirred for 16 h, and allowed to warm to 23° C. A solution of 1M aq. HCl (50 mL) was added at 0° C., followed by water (70 mL) and the mixture was stirred for 1 h. The resulting precipitate was filtered and dried under reduced pressure for 18 h to yield the titled compound, which was used in the next step without further purification ... The reactants are CC1=NC(=CC=C1N)N1C[C@H](CC1)N1[C@H](CCC1)C (2-methyl-6-((2S,3′S)-2-methyl-[1,3′]bipyrrolidinyl-1′-yl)-pyridin-3-ylamine), C1(=CC=CC2=CC=CC=C12)C(=O)Cl (1-naphthoyl chloride). The solvent is ClCCl (dichloromethane), N1=CC=CC=C1 (pyridine). Reaction conditions: time 16 hour. The product is CC1=NC(=CC=C1NC(=O)C1=CC=CC2=CC=CC=C12)N1C[C@H](CC1)N1[C@H](CCC1)C (Naphthalene-1-carboxylic acid [2-methyl-6-((2S,3′S)-2-methyl-[1,3′]bipyrrolidinyl-1′-yl)-pyridin-3-yl]-amide). Yield: 62.1%. RXN SMILES: [CH3:1][C:2]1[C:7]([NH2:8])=[CH:6][CH:5]=[C:4]([N:9]2[CH2:13][CH2:12][C@H:11]([N:14]3[CH2:18][CH2:17][CH2:16][C@@H:15]3[CH3:19])[CH2:10]2)[N:3]=1.[C:20]1([C:30](Cl)=[O:31])[C:29]2[C:24](=[CH:25][CH:26]=[CH:27][CH:28]=2)[CH:23]=[CH:22][CH:21]=1>ClCCl.N1C=CC=CC=1>[CH3:1][C:2]1[C:7]([NH:8][C:30]([C:20]2[C:29]3[C:24](=[CH:25][CH:26]=[CH:27][CH:28]=3)[CH:23]=[CH:22][CH:21]=2)=[O:31])=[CH:6][CH:5]=[C:4]([N:9]2[CH2:13][CH2:12][C@H:11]([N:14]3[CH2:18][CH2:17][CH2:16][C@@H:15]3[CH3:19])[CH2:10]2)[N:3]=1. Procedure details: To a solution of 2-methyl-6-((2S,3′S)-2-methyl-[1,3′]bipyrrolidinyl-1′-yl)-pyridin-3-ylamine (0.025 g, 0.096 mmol) in dichloromethane (3 mL) and pyridine (0.5 mL) was added 1-naphthoyl chloride (0.055 g, 0.288 mmol). The reaction mixture was allowed to stir for 16 hours at room temperature. The reaction mixtures were filtered through a 2.0 g Varian Bond Elut SCX (stong cation-exchange) cartridge eluting with 20 mL of methanol, followed by 7N ammonia in methanol (20 mL), and concentrated under va...